From a dataset of the Open Reaction Database (ORD), a public repository of structured organic reaction records. describe an organic reaction: reactants, conditions, products, and yield Starting materials: CC(C)COC(=O)Cl, C1CCOC1, COC(=O)C(N)CC(C)C, CN1CCOCC1, ClCCl, Cl, O=C(O)c1ccco1. Yields the product COC(=O)C(CC(C)C)NC(=O)c1ccco1. RXN SMILES: [CH2:16]([O:17][C:18]([Cl:19])=[O:20])[CH:21]([CH3:22])[CH3:23].[CH2:35]1[O:36][CH2:37][CH2:38][CH2:39]1.[CH3:25][O:26][C:27]([CH:28]([NH2:29])[CH2:30][CH:31]([CH3:32])[CH3:33])=[O:34].[CH3:9][N:10]1[CH2:11][CH2:12][O:13][CH2:14][CH2:15]1.[Cl:40][CH2:41][Cl:42].[ClH:24].[OH:1][C:2](=[O:3])[c:4]1[cH:5][cH:6][cH:7][o:8]1>>[C:2](=[O:3])([c:4]1[cH:5][cH:6][cH:7][o:8]1)[NH:29][CH:28]([C:27]([O:26][CH3:25])=[O:34])[CH2:30][CH:31]([CH3:32])[CH3:33]. Run at time 0.5 hour. The reactants are Cl (HCl), O=CC1=CC(OC)=C(O)C=C1 (Vanillin), N1C(=O)NC(=O)C1 (hydantoin), C(O)CN (Ethanolamine). RXN SMILES: O=[CH:2][C:3]1[CH:11]=[CH:10][C:8]([OH:9])=[C:5]([O:6][CH3:7])[CH:4]=1.[NH:12]1[CH2:18][C:16](=[O:17])[NH:15][C:13]1=[O:14].C(CN)O.Cl>O>[CH3:7][O:6][C:5]1[CH:4]=[C:3]([CH:11]=[CH:10][C:8]=1[OH:9])[CH:2]=[C:18]1[NH:12][C:13](=[O:14])[NH:15][C:16]1=[O:17]. Run in O (water). Procedure: Vanillin (3.04 g.) and hydantoin (2.0 g.) in water (20 ml were heated on the steam-bath for a few minutes until dissolution occurred. Ethanolamine (0174 g.) was then added and the solution heated at 85°-90° (bath temperature) for 4.5 hours. The solution deposited crystals and solidified within 0.5 hours. Concentrated HCl (5 ml) was added, the mixture was refrigerated overnight (18 hours), filtered, water washed and dried. The title compound was obtained as a yellow solid (4.18 g; 93%), m.p. 266°... The product is COC=1C=C(C=C2C(NC(N2)=O)=O)C=CC1O (5-(3'-Methoxy-4'-Hydroxybenzal) hydantoin). The reactants are CC1=NOC(=N1)COC1=CC(=C(C=C1)[N+](=O)[O-])[N+](=O)[O-] (1-(3-methyl-1,2,4-oxadiazol-5-yl)methoxy-3,4-dinitrobenzene), O1CCN(CC1)C1=CC=C(C=C1)NC(=O)C1=CC=C(C=O)C=C1 (4-(4-morpholinophenyl)aminocarbonylbenzaldehyde). Yields the product CC1=NOC(=N1)COC=1C=CC2=C(NC(=N2)C2=CC=C(C(=O)NC3=CC=C(C=C3)N3CCOCC3)C=C2)C1 (4-(6-((3-Methyl-1,2,4-oxadiazol-5-yl)methoxy)-1H-benzo[d]imidazol-2-yl)-N-(4-morpholinophenyl)benzamide). As a reaction SMILES: [CH3:1][C:2]1[N:6]=[C:5]([CH2:7][O:8][C:9]2[CH:14]=[CH:13][C:12]([N+:15]([O-])=O)=[C:11]([N+:18]([O-])=O)[CH:10]=2)[O:4][N:3]=1.[O:21]1[CH2:26][CH2:25][N:24]([C:27]2[CH:32]=[CH:31][C:30]([NH:33][C:34]([C:36]3[CH:43]=[CH:42][C:39]([CH:40]=O)=[CH:38][CH:37]=3)=[O:35])=[CH:29][CH:28]=2)[CH2:23][CH2:22]1>>[CH3:1][C:2]1[N:6]=[C:5]([CH2:7][O:8][C:9]2[CH:14]=[CH:13][C:12]3[N:15]=[C:40]([C:39]4[CH:38]=[CH:37][C:36]([C:34]([NH:33][C:30]5[CH:29]=[CH:28][C:27]([N:24]6[CH2:23][CH2:22][O:21][CH2:26][CH2:25]6)=[CH:32][CH:31]=5)=[O:35])=[CH:43][CH:42]=4)[NH:18][C:11]=3[CH:10]=2)[O:4][N:3]=1. Procedure details: Compound 628 was prepared according to the procedure similar to that described in Scheme III from 1-(3-methyl-1,2,4-oxadiazol-5-yl)methoxy-3,4-dinitrobenzene and 4-(4-(4-morpholinophenyl)aminocarbonylbenzaldehyde. [M+H]+ calcd for C28H26N6O4: 511.20; found: 511.04.